Dataset: the Open Reaction Database (ORD), a public repository of structured organic reaction records. Task: describe an organic reaction: reactants, conditions, products, and yield Reactants: ClCCC1=CC(NC2=CC=C(C=C12)OC)=O (4-(2-chloroethyl)-6-methoxy-2(1H)-quinolone), FC1=CC=C(C(=O)C2CCNCC2)C=C1 (4-(4-fluorobenzoyl)piperidine), C(O)([O-])=O.[Na+] (sodium hydrogen carbonate). Run in C(C)#N (acetonitrile). Yields the product Cl.FC1=CC=C(C(=O)C2CCN(CC2)CCC2=CC(NC3=CC=C(C=C23)OC)=O)C=C1 (4-[2-[4-(4-fluorobenzoyl)-1-piperidyl]ethyl]-6-methoxy-2(1H)-quinolone hydrochloride). RXN SMILES: [Cl:1][CH2:2][CH2:3][C:4]1[C:13]2[C:8](=[CH:9][CH:10]=[C:11]([O:14][CH3:15])[CH:12]=2)[NH:7][C:6](=[O:16])[CH:5]=1.[F:17][C:18]1[CH:31]=[CH:30][C:21]([C:22]([CH:24]2[CH2:29][CH2:28][NH:27][CH2:26][CH2:25]2)=[O:23])=[CH:20][CH:19]=1.C(=O)([O-])O.[Na+]>C(#N)C>[ClH:1].[F:17][C:18]1[CH:19]=[CH:20][C:21]([C:22]([CH:24]2[CH2:29][CH2:28][N:27]([CH2:2][CH2:3][C:4]3[C:13]4[C:8](=[CH:9][CH:10]=[C:11]([O:14][CH3:15])[CH:12]=4)[NH:7][C:6](=[O:16])[CH:5]=3)[CH2:26][CH2:25]2)=[O:23])=[CH:30][CH:31]=1 |f:2.3,5.6|. Reported procedure: A mixture of 1.1 g (4.6 mmol) of 4-(2-chloroethyl)-6-methoxy-2(1H)-quinolone, 1.0 g (5.5 mmol) of 4-(4-fluorobenzoyl)piperidine and 0.38 g (4.6 mmol) of sodium hydrogen carbonate in 20 ml of acetonitrile is heated to reflux for 8.5 hours. The reaction medium is then evaporated to dryness and the crude product is purified by flash chromatography on silica, eluting with a methanol/dichloromethane (5:95) mixture containing traces of aqueous ammonia. Solvent: CO (methanol). The reactants are [OH-].[Na+] (sodium hydroxide), COC(CC1C(=NN(C1(C1=CC=CC=C1)O)C=1N=NC(=CC1)Cl)C)=O (methyl[1-(6-chloropyridazin-3-yl)-5-hydroxy-3-methyl-5-phenyl-4,5-dihydro-1H-pyrazol-4-yl]acetate). Reaction SMILES: [OH-].[Na+].[CH3:3][O:4][C:5](=[O:27])[CH2:6][CH:7]1[C:11](O)([C:12]2[CH:17]=[CH:16][CH:15]=[CH:14][CH:13]=2)[N:10]([C:19]2[N:20]=[N:21][C:22]([Cl:25])=[CH:23][CH:24]=2)[N:9]=[C:8]1[CH3:26]>CO>[CH3:3][O:4][C:5](=[O:27])[CH2:6][C:7]1[C:8]([CH3:26])=[N:9][N:10]([C:19]2[N:20]=[N:21][C:22]([Cl:25])=[CH:23][CH:24]=2)[C:11]=1[C:12]1[CH:13]=[CH:14][CH:15]=[CH:16][CH:17]=1 |f:0.1|. Reported procedure: 0.111 g (2.772 mmol) of 2-molar aqueous sodium hydroxide solution was added to 0.200 g (0.554 mmol) of methyl[1-(6-chloropyridazin-3-yl)-5-hydroxy-3-methyl-5-phenyl-4,5-dihydro-1H-pyrazol-4-yl]acetate in 8 ml of methanol, and the mixture was stirred at 20° C. for 1 h. The methanol was removed under reduced pressure and the residue was poured into a mixture of 10 ml of water and 15 ml of dichloromethane. The aqueous phase was extracted with 15 ml of dichloromethane, acidified with concentrated hy... The product is COC(CC=1C(=NN(C1C1=CC=CC=C1)C=1N=NC(=CC1)Cl)C)=O (Methyl-[1-(6-chloropyridazin-3-yl)-3-methyl-5-phenyl-1H-pyrazol-4-yl]acetate). Reaction conditions: temperature 20 celsius, time 1 hour. Reactants: [Si](C)(C)(C(C)(C)C)OC1=CC=C(C=C1)B(O)O (4(t-Butyldimethylsilyloxy)phenylboronic acid), [Si](C)(C)(C(C)(C)C)OC1=CC=C(C=C1)C=1SC=C(C1CC(=O)OC)C1=C(C=CC=C1)Cl (methyl [2-(4-{[tert-butyl(dimethyl)silyl]oxy}phenyl)-4-(2-chlorophenyl)thien-3-yl]acetate), [Si](C)(C)(C(C)(C)C)OC1=CC=C(C=C1)C=1SC=C(C1CC(=O)OC)C1=C(C=CC=C1)Cl (Methyl [2-(4-{[tert-butyl(dimethyl)silyl]oxy}phenyl)-4-(2-chlorophenyl)thien-3-yl]acetate), BrC=1C(=C(SC1)C1=CC=C(C=C1)O[Si](C)(C)C(C)(C)C)CC(=O)OC (methyl [4-bromo-2-(4-{[tert-butyl(dimethyl)silyl]oxy}phenyl)thien-3-yl]acetate), ClC1=C(C=CC=C1)B(O)O (2-chlorophenylboronic acid), [F-].C(CCC)[N+](CCCC)(CCCC)CCCC (tetrabutylammonium fluoride). Run in C1CCOC1 (THF), C1CCOC1 (THF). Reaction conditions: temperature 60 celsius, time 3 hour. Product: ClC1=C(C=CC=C1)C=1C(=C(SC1)C1=CC=C(C=C1)O)CC(=O)OC (methyl [4-(2-chlorophenyl)-2-(4-hydroxyphenyl)thien-3-yl]acetate). The yield is 83.3%. Reaction SMILES: [Si](OC1C=CC(B(O)O)=CC=1)(C(C)(C)C)(C)C.BrC1C(CC(OC)=O)=C(C2C=CC(O[Si](C(C)(C)C)(C)C)=CC=2)SC=1.ClC1C=CC=CC=1B(O)O.[Si]([O:60][C:61]1[CH:66]=[CH:65][C:64]([C:67]2[S:68][CH:69]=[C:70]([C:77]3[CH:82]=[CH:81][CH:80]=[CH:79][C:78]=3[Cl:83])[C:71]=2[CH2:72][C:73]([O:75][CH3:76])=[O:74])=[CH:63][CH:62]=1)(C(C)(C)C)(C)C.[F-].C([N+](CCCC)(CCCC)CCCC)CCC>C1COCC1>[Cl:83][C:78]1[CH:79]=[CH:80][CH:81]=[CH:82][C:77]=1[C:70]1[C:71]([CH2:72][C:73]([O:75][CH3:76])=[O:74])=[C:67]([C:64]2[CH:65]=[CH:66][C:61]([OH:60])=[CH:62][CH:63]=2)[S:68][CH:69]=1 |f:4.5|. Reported procedure: This compound was prepared in a fashion similar to Example 1 with the following modifications: 4(t-Butyldimethylsilyloxy)phenylboronic acid (2.53 g, 10.0 mmol) was used in Step 5 to synthesize methyl [4-bromo-2-(4-{[tert-butyl(dimethyl)silyl]oxy}phenyl)thien-3-yl]acetate (2.71 g). This material was reacted as in Example 1 Step 6 with 2-chlorophenylboronic acid (1.93 g, 12.31 mmol) to synthesize methyl [2-(4-{[tert-butyl(dimethyl)silyl]oxy}phenyl)-4-(2-chlorophenyl)thien-3-yl]acetate (2.12 g). Me... The reactants are COC(=O)C1(CC1)CNC1CCCC1 (1-cyclopentylaminomethyl-cyclopropanecarboxylic acid methyl ester), ClC1=NC=C(C(=N1)Cl)[N+](=O)[O-] (2,4-dichloro-5-nitro-pyrimidine), O (water), C([O-])(O)=O.[K+] (potassium bicarbonate). The solvent is CCOCC (ether). Conditions: time 5 hour. Product: COC(=O)C1(CC1)CN(C1CCCC1)C1=NC(=NC=C1[N+](=O)[O-])Cl (1-{[(2-chloro-5-nitro-pyrimidin-4-yl)-cyclopentyl-amino]-methyl}-cyclopropanecarboxylic acid methyl ester). The yield is 95.2%. As a reaction SMILES: [CH3:1][O:2][C:3]([C:5]1([CH2:8][NH:9][CH:10]2[CH2:14][CH2:13][CH2:12][CH2:11]2)[CH2:7][CH2:6]1)=[O:4].[Cl:15][C:16]1[N:21]=[C:20](Cl)[C:19]([N+:23]([O-:25])=[O:24])=[CH:18][N:17]=1.O.C(=O)(O)[O-].[K+]>CCOCC>[CH3:1][O:2][C:3]([C:5]1([CH2:8][N:9]([C:18]2[C:19]([N+:23]([O-:25])=[O:24])=[CH:20][N:21]=[C:16]([Cl:15])[N:17]=2)[CH:10]2[CH2:14][CH2:13][CH2:12][CH2:11]2)[CH2:7][CH2:6]1)=[O:4] |f:3.4|. Procedure details: To a solution of 4.88 g (0.0247 mole) of 1-cyclopentylaminomethyl-cyclopropanecarboxylic acid methyl ester and 4.48 g (0.0231 mole) of 2,4-dichloro-5-nitro-pyrimidine in 100 mL of ether was added 50 mL of water and 4.62 g (0.0462 mole) of potassium bicarbonate. The mixture was stirred at ambient temperature for 5 hours. The resulting two-layer mixture was separated and the aqueous layer was extracted with ether. The combined ether extracts were washed successively with aqueous sodium carbonate a... Reactants: C(C)(=O)C1=C(C=C(C=C1)N)O (2-acetyl-5-aminophenol), ClC1=NN=C(C2=CC=CC=C12)CC1=CC=NC=C1 (1-chloro-4-(4-pyridylmethyl)phthalazine), N (NH3), ClCCl (dichloromethane). The solvent is CN1CCN(C1=O)C (DMEU). Product: C(C)(=O)C1=C(C=C(NC2=NN=C(C3=CC=CC=C23)CC2=CC=NC=C2)C=C1)O ((4-Acetyl-3-hydroxyanilino)-4-(4-pyridylmethyl)phthalazine). RXN SMILES: [C:1]([C:4]1[CH:9]=[CH:8][C:7]([NH2:10])=[CH:6][C:5]=1[OH:11])(=[O:3])[CH3:2].Cl[C:13]1[C:22]2[C:17](=[CH:18][CH:19]=[CH:20][CH:21]=2)[C:16]([CH2:23][C:24]2[CH:29]=[CH:28][N:27]=[CH:26][CH:25]=2)=[N:15][N:14]=1.N.ClCCl>CN1C(=O)N(C)CC1>[C:1]([C:4]1[CH:9]=[CH:8][C:7]([NH:10][C:13]2[C:22]3[C:17](=[CH:18][CH:19]=[CH:20][CH:21]=3)[C:16]([CH2:23][C:24]3[CH:29]=[CH:28][N:27]=[CH:26][CH:25]=3)=[N:15][N:14]=2)=[CH:6][C:5]=1[OH:11])(=[O:3])[CH3:2]. Reported procedure: 302 mg (2.0 mmol) 2-acetyl-5-aminophenol (Maybridge) and 256 mg (1.00 mmol) 1-chloro-4-(4-pyridylmethyl)phthalazine (Example 67A.1) in 2 ml DMEU are heated for 3-18 h to 100° C. The reaction mixture is stirred with 10 ml NH3 solution (10% in water) and 25 ml ethyl actetate (or dichloromethane) and filtered via Celite. The organic phase of the filtrate is dried (Na2SO4), evaporated, and chromatographed (SiO2; ethyl acetate/CH3OH, 40:1→10:1) Crystallization from acetonitrile yields the title compo...